From a dataset of the Open Reaction Database (ORD), a public repository of structured organic reaction records. describe an organic reaction: reactants, conditions, products, and yield Starting materials: CCN(C(C)C)C(C)C (DIPEA), ONC(=O)C(C(=O)O)CC(C)C (2-Hydroxycarbamoyl-4-methylpentanoic acid), C(C(C)(C)C)(=O)Cl (pivaloyl chloride). Run in C(Cl)Cl (DCM). Conditions: temperature 0 celsius, time 12 hour. The product is CC(C(=O)ONC(=O)C(C(=O)O)CC(C)C)(C)C (2-(2,2-Dimethylpropionyloxycarbamoyl)-4-methylpentanoic acid). Isolated yield 55.3%. Reaction SMILES: [OH:1][NH:2][C:3]([CH:5]([CH2:9][CH:10]([CH3:12])[CH3:11])[C:6]([OH:8])=[O:7])=[O:4].CCN(C(C)C)C(C)C.[C:22](Cl)(=[O:27])[C:23]([CH3:26])([CH3:25])[CH3:24]>C(Cl)Cl>[CH3:24][C:23]([CH3:26])([CH3:25])[C:22]([O:1][NH:2][C:3]([CH:5]([CH2:9][CH:10]([CH3:12])[CH3:11])[C:6]([OH:8])=[O:7])=[O:4])=[O:27]. Procedure details: Intermediate (3d) (12.7 g, 73.2 mmol, 1.0 eq) was dissolved into 180 mL DCM and cooled to 0° C. DIPEA (13.4 mL, 76.9 mmol, 1.05 eq) was added, followed by pivaloyl chloride (9.5 mL, 76.9 mmol, 1.05 eq). The mixture was warmed to room temperature and stirred for 12 hours. The mixture was concentrated under reduced pressure, dissolved into 300 mL EtOAc, washed 2×200 mL 1M H3PO4, 100 mL saturated aqueous NaCl, dried over MgSO4, and evaporated. The material was triturated with hexanes, filtered and ... Reactants: Nc1ccc(-c2cc(Cc3ccc(OCc4ccccc4)nc3)no2)c(N)n1, CN(C)C=O, CC(=O)O, [Na+], O=CCO, O=C([O-])O. The product is Nc1nc(NCCO)ccc1-c1cc(Cc2ccc(OCc3ccccc3)nc2)no1. Reaction SMILES: [CH2:1]([c:2]1[cH:3][cH:4][cH:5][cH:6][cH:7]1)[O:8][c:9]1[cH:10][cH:11][c:12]([CH2:15][c:16]2[n:17][o:18][c:19](-[c:21]3[c:22]([NH2:28])[n:23][c:24]([NH2:27])[cH:25][cH:26]3)[cH:20]2)[cH:13][n:14]1.[CH3:29][N:30]([CH3:31])[CH:32]=[O:33].[CH3:43][C:44](=[O:45])[OH:46].[Na+:38].[OH:34][CH2:35][CH:36]=[O:37].[OH:39][C:40](=[O:41])[O-:42]>>[CH2:1]([c:2]1[cH:3][cH:4][cH:5][cH:6][cH:7]1)[O:8][c:9]1[cH:10][cH:11][c:12]([CH2:15][c:16]2[n:17][o:18][c:19](-[c:21]3[c:22]([NH2:28])[n:23][c:24]([NH:27][CH2:36][CH2:35][OH:34])[cH:25][cH:26]3)[cH:20]2)[cH:13][n:14]1. Reactants: C(C)(C)(C)OC(NCC1=C(C(=CC(=C1C)[N+](=O)[O-])Br)F)=O (N-(3-bromo-2-fluoro-6-methyl-5-nitrophenylmethyl)carbamic acid tert-butyl ester), N1N=CC=C1 (pyrazole), C([O-])([O-])=O.[Na+].[Na+] (sodium carbonate), CN(C=O)C (dimethylformamide). The solvent is C(C)(=O)OCC (ethyl acetate), O (Water). Run at temperature 100 celsius, time 2 hour. Yields the product C(C)(C)(C)OC(NCC1=C(C(=CC(=C1C)[N+](=O)[O-])Br)N1N=CC=C1)=O (N-(3-bromo-6-methyl-5-nitro-2-(pyrazol-1-yl)phenylmethyl)carbamic acid tert-butyl ester). Isolated yield 62.0%. Reaction SMILES: [C:1]([O:5][C:6](=[O:21])[NH:7][CH2:8][C:9]1[C:14]([CH3:15])=[C:13]([N+:16]([O-:18])=[O:17])[CH:12]=[C:11]([Br:19])[C:10]=1F)([CH3:4])([CH3:3])[CH3:2].[NH:22]1[CH:26]=[CH:25][CH:24]=[N:23]1.C(=O)([O-])[O-].[Na+].[Na+].CN(C)C=O>C(OCC)(=O)C.O>[C:1]([O:5][C:6](=[O:21])[NH:7][CH2:8][C:9]1[C:14]([CH3:15])=[C:13]([N+:16]([O-:18])=[O:17])[CH:12]=[C:11]([Br:19])[C:10]=1[N:22]1[CH:26]=[CH:25][CH:24]=[N:23]1)([CH3:4])([CH3:3])[CH3:2] |f:2.3.4|. Procedure details: A mixture of the compound (233 mg) obtained in Example 7c, pyrazole (53 mg), sodium carbonate (82 mg) and dimethylformamide (6 ml) was stirred at 100° C. for 2 hours. Water was added to the reaction mixture and extraction with ethyl acetate was conducted. The organic layer was washed with brine, dried with anhydrous magnesium sulfate and then concentrated at reduced pressure. The resulting residue was purified by silica gel column chromatography (eluent; ethyl acetate:n-hexane=1:3) to give the t... Reactants: C(CN)N (ethylene diamine), [BH4-].[Na+] (Sodium borohydride), ClC1=CC=C(C=C1)C1=C(OC2=C(C(=CC=C2C1=O)OS(=O)(=O)C1=C(C=C(C=C1C)C)C)C=O)C(C)C (2,4,6-trimethylbenzenesulfonic acid 3-(4-chlorophenyl)-8-formyl-2-isopropyl-4-oxo-4H-chromen-7-yl ester), C(CN)N (ethylene diamine), C(CN)N (ethylene diamine). The solvent is N1=CC=CC=C1 (pyridine). Reaction conditions: temperature 100 celsius, time 18 hour. Yields the product ClC1=CC=C(C=C1)C=1C(C=2C=CC3=C(C2OC1C(C)C)CNCCN3)=O (3-(4-Chlorophenyl)-2-isopropyl-8,9,10,11-tetrahydro-7H-1-oxa-7,10-diaza-cyclohepta[a]naphthalen-4-one). Reaction SMILES: [Cl:1][C:2]1[CH:7]=[CH:6][C:5]([C:8]2[C:17](=[O:18])[C:16]3[C:11](=[C:12]([CH:32]=O)[C:13](OS(C4C(C)=CC(C)=CC=4C)(=O)=O)=[CH:14][CH:15]=3)[O:10][C:9]=2[CH:34]([CH3:36])[CH3:35])=[CH:4][CH:3]=1.[CH2:37]([NH2:40])[CH2:38][NH2:39].[BH4-].[Na+]>N1C=CC=CC=1>[Cl:1][C:2]1[CH:3]=[CH:4][C:5]([C:8]2[C:17](=[O:18])[C:16]3[CH:15]=[CH:14][C:13]4[NH:40][CH2:37][CH2:38][NH:39][CH2:32][C:12]=4[C:11]=3[O:10][C:9]=2[CH:34]([CH3:35])[CH3:36])=[CH:6][CH:7]=1 |f:2.3|. Procedure: A mixture of 2,4,6-trimethylbenzenesulfonic acid 3-(4-chlorophenyl)-8-formyl-2-isopropyl-4-oxo-4H-chromen-7-yl ester (141 mg, 0.269 mmol) and ethylene diamine (0.6 ml) in anhydrous pyridine (3.5 ml) in a sealed 5 ml microwave tube is heated under microwave irradiation at 100° C. for 1 h. A further aliquot of ethylene diamine (0.6 ml) is added, and the mixture is heated at 140° C. for 30 min. A further aliquot of ethylene diamine (0.4 ml) is then added, and the mixture is heated at 160° C. for 50... Reactants: C[O-], CO, N#Cc1ccnc(Cl)c1, [Na+]. Yields the product COc1cc(C#N)ccn1. As a reaction SMILES: [CH3:10][O-:11].[CH3:13][OH:14].[Cl:1][c:2]1[n:3][cH:4][cH:5][c:6]([C:8]#[N:9])[cH:7]1.[Na+:12]>>[c:2]1([O:11][CH3:10])[n:3][cH:4][cH:5][c:6]([C:8]#[N:9])[cH:7]1. The reactants are Br.C(C)C1=NC=C(C(=N1)N)CBr (2-ethyl-4-amino-5-bromomethyl pyrimidine hydrobromide), CC1=CC=2C(=C(N=CC2)C)S1 (2,7-dimethylthieno[2,3-c]-pyridine). The solvent is CN(C=O)C (dimethylformamide). Reaction conditions: time 8 hour. Yields the product Br.[Br-].NC1=NC(=NC=C1C[N+]=1C(=C2C(=CC1)C=C(S2)C)C)CC (6-[(4-Amino-2-ethyl-5-pyrimidinyl)methyl]-2,7-dimethylthieno[2,3-c]pyridinium bromide hydrobromide). Yield: 20.0%. RXN SMILES: [BrH:1].[CH2:2]([C:4]1[N:9]=[C:8]([NH2:10])[C:7]([CH2:11][Br:12])=[CH:6][N:5]=1)[CH3:3].[CH3:13][C:14]1[S:23][C:17]2=[C:18]([CH3:22])[N:19]=[CH:20][CH:21]=[C:16]2[CH:15]=1>CN(C)C=O>[BrH:12].[Br-:1].[NH2:10][C:8]1[C:7]([CH2:11][N+:19]2[C:18]([CH3:22])=[C:17]3[S:23][C:14]([CH3:13])=[CH:15][C:16]3=[CH:21][CH:20]=2)=[CH:6][N:5]=[C:4]([CH2:2][CH3:3])[N:9]=1 |f:0.1,4.5.6|. Procedure details: 891 Mg. of 2-ethyl-4-amino-5-bromomethyl pyrimidine hydrobromide is dissolved in 5 ml. of dimethylformamide (DMF), 1.95 g. of 2,7-dimethylthieno[2,3-c]-pyridine is added; a precipitate forms immediately. The precipitate is collected, washed with DMF, and discarded. The filtrates are stirred at room temperature overnight, diluted with ether, and the off-white precipitate collected and washed with ether. The solid is dissolved in methanol, hydrogen bromide gas introduced, and the colorless product... Reactants: N1[C@@H](C(=O)O)CCC1 (D-proline), N[C@H](C(C)C)C(=O)O (D-valine), N[C@H](C)C(=O)O (D-alanine), N[C@H]([C@@H](O)C)C(=O)O (D-threonine). Yields the product N[C@@H](CC(N)=O)C(=O)O (L-asparagine). RXN SMILES: [NH:1]1[CH2:8]CC[C@@H]1C(O)=O.[NH2:9][C@@H:10]([C:12]([OH:14])=[O:13])[CH3:11].N[C@@H](C(O)=O)[C@H](C)[OH:18].N[C@@H](C(O)=O)C(C)C>>[NH2:9][C@H:10]([C:12]([OH:14])=[O:13])[CH2:11][C:8](=[O:18])[NH2:1]. Reported procedure: The D-proline represented by X can be replaced by D-alanine, D-threonine, or D-valine. The reactants are C[Si](C)(C)CNCCCC (N-(trimethylsilyl)methyl-1-butanamine), C=O (formaldehyde), CO (methanol), C(=O)([O-])[O-].[K+].[K+] (K2CO3). Solvent: CC(C)(C)OC (tBME). Reaction conditions: temperature 0 celsius. Yields the product crude product, COCN(CCCC)C[Si](C)(C)C (N-(methoxymethyl)-N-((trimethylsilyl)methyl)butan-1-amine). Yield: 152.9%. Reaction SMILES: [CH3:1][Si:2]([CH2:5][NH:6][CH2:7][CH2:8][CH2:9][CH3:10])([CH3:4])[CH3:3].[CH2:11]=O.CO.[C:15]([O-:18])([O-])=O.[K+].[K+]>CC(OC)(C)C>[CH3:11][O:18][CH2:15][N:6]([CH2:5][Si:2]([CH3:4])([CH3:3])[CH3:1])[CH2:7][CH2:8][CH2:9][CH3:10] |f:3.4.5|. Procedure details: N-(trimethylsilyl)methyl-1-butanamine (12.5 g; max. 66.0 mmol) was added dropwise to a mixture of 37% aqueous formaldehyde (5.4 g) and methanol (2.2 g) while stirring at 0° C. After the addition was complete the reaction mixture was stirred for 90 minutes at 0° C. K2CO3 (6 g) was added and the mixture was stirred for an additional 2 hours. Then, tBME (100 ml) was added and the organic layer was separated. The aqueous layer was washed with tBME (50 ml). The combined organic layers were dried with...